This data is from the Open Reaction Database (ORD), a public repository of structured organic reaction records. The task is: describe an organic reaction: reactants, conditions, products, and yield The reactants are CC(C)N, CS(C)=O, Cl, O=C(O)Cc1cc([N+](=O)[O-])cc(F)c1F. The product is CC(C)N1C(=O)Cc2cc([N+](=O)[O-])cc(F)c21. RXN SMILES: [CH3:16][CH:17]([CH3:18])[NH2:19].[CH3:21][S:22]([CH3:23])=[O:24].[ClH:20].[F:1][c:2]1[c:3]([CH2:12][C:13](=[O:14])[OH:15])[cH:4][c:5]([N+:9](=[O:10])[O-:11])[cH:6][c:7]1[F:8]>>[c:2]12[c:3]([cH:4][c:5]([N+:9](=[O:10])[O-:11])[cH:6][c:7]1[F:8])[CH2:12][C:13](=[O:15])[N:19]2[CH:17]([CH3:16])[CH3:18]. RXN SMILES: [C:23]([O:24][BH-:25]([O:26][C:27](=[O:28])[CH3:29])[O:30][C:31](=[O:32])[CH3:33])(=[O:34])[CH3:35].[CH3:39][C:40](=[O:41])[OH:42].[N:1]1([CH2:7][CH2:8][CH2:9][O:10][c:11]2[cH:12][cH:13][c:14]([CH:15]=[O:16])[cH:17][cH:18]2)[CH2:2][CH2:3][CH2:4][CH2:5][CH2:6]1.[NH2:19][CH:20]1[CH2:21][CH2:22]1.[Na+:36].[Na+:38].[OH-:37]>>[N:1]1([CH2:7][CH2:8][CH2:9][O:10][c:11]2[cH:12][cH:13][c:14]([CH2:15][NH:19][CH:20]3[CH2:21][CH2:22]3)[cH:17][cH:18]2)[CH2:2][CH2:3][CH2:4][CH2:5][CH2:6]1. The reactants are CC(=O)O[BH-](OC(C)=O)OC(C)=O, CC(=O)O, O=Cc1ccc(OCCCN2CCCCC2)cc1, NC1CC1, [Na+], [Na+], [OH-]. Product: c1cc(OCCCN2CCCCC2)ccc1CNC1CC1. Yield: 50.0%. Yields the product hydrolyzed product, [N+](=O)([O-])C1=CC=C(C=C1)CCN1CCN(CCN(CCN(CC1)CC(=O)O)CC(=O)O)CC(=O)O (1-[2-(4-nitrophenyl)ethyl]-1,4,7,10-tetraazacyclododecane-4,7,10-triactic acid). The solvent is O (water). Reported procedure: To a suspension of 200 mg (0.35 mmole) of 1-[2-(4-nitrophenyl)ethyl]-1,4,7,10-tetraazacyclododecane-4,7,10-triacetic acid, triethyl ester (prepared by the procedure of Example 19) in 15 ml of water was added 59 μl of NaOH (50% wt/wt, 3 eq). The mixture was stirred at 80° C. for 6 hours. The resulting homogeneous orange solution was then cooled to room temperature and freeze-dried to yield a brown solid which was purified by HPLC (Q-Sepharose™, HPLC System III) using a linear gradient of 0-10% aq... Reactants: [N+](=O)([O-])C1=CC=C(C=C1)CCN1CCN(CCN(CCN(CC1)CC(=O)OCC)CC(=O)OCC)CC(=O)OCC (1-[2-(4-nitrophenyl)ethyl]-1,4,7,10-tetraazacyclododecane-4,7,10-triacetic acid, triethyl ester), [OH-].[Na+] (NaOH). Reaction conditions: temperature 80 celsius, time 6 hour. RXN SMILES: [N+:1]([C:4]1[CH:9]=[CH:8][C:7]([CH2:10][CH2:11][N:12]2[CH2:23][CH2:22][N:21]([CH2:24][C:25]([O:27]CC)=[O:26])[CH2:20][CH2:19][N:18]([CH2:30][C:31]([O:33]CC)=[O:32])[CH2:17][CH2:16][N:15]([CH2:36][C:37]([O:39]CC)=[O:38])[CH2:14][CH2:13]2)=[CH:6][CH:5]=1)([O-:3])=[O:2].[OH-].[Na+]>O>[N+:1]([C:4]1[CH:9]=[CH:8][C:7]([CH2:10][CH2:11][N:12]2[CH2:13][CH2:14][N:15]([CH2:36][C:37]([OH:39])=[O:38])[CH2:16][CH2:17][N:18]([CH2:30][C:31]([OH:33])=[O:32])[CH2:19][CH2:20][N:21]([CH2:24][C:25]([OH:27])=[O:26])[CH2:22][CH2:23]2)=[CH:6][CH:5]=1)([O-:3])=[O:2] |f:1.2|. The reactants are O.NN (Hydrazine hydrate), COC=1C(=C(C(=O)N2C(CCC2)CO)C=CC1)[N+](=O)[O-] (N-(3-Methoxy-2-nitrobenzoyl)pyrrolidin-2-methanol), [H][H] (hydrogen). Reagents/catalysts: [Ni] (Raney nickel). Solvent: CO (methanol). Reaction conditions: time 2 hour. Product: NC1=C(C(=O)N2C(CCC2)CO)C=CC=C1OC (N-(2-Amino-3-Methoxybenzoyl)pyrrolidin-2-methanol). Isolated yield 96.0%. Reaction SMILES: O.NN.[CH3:4][O:5][C:6]1[C:7]([N+:21]([O-])=O)=[C:8]([CH:18]=[CH:19][CH:20]=1)[C:9]([N:11]1[CH2:15][CH2:14][CH2:13][CH:12]1[CH2:16][OH:17])=[O:10].[H][H]>[Ni].CO>[NH2:21][C:7]1[C:6]([O:5][CH3:4])=[CH:20][CH:19]=[CH:18][C:8]=1[C:9]([N:11]1[CH2:15][CH2:14][CH2:13][CH:12]1[CH2:16][OH:17])=[O:10] |f:0.1|. Procedure details: Hydrazine hydrate (4.37 g, 136.4 mmol) was added dropwise to a solution of 92 (6.37 g, 22.7 mmol) in gently refluxing methanol (100 mL) over Raney nickel (2.4 g, slurry). The resulting vigorous evolution of hydrogen gas subsided after approximately 10 minutes and the reaction was deemed to be complete by TLC after 2 h. The reaction mixture was filtered through celite and the solvent evaporated. Distilled water (100 mL) was added to the residue, and the aqueous mixture was extracted with EtOAc (3...